This data is from the Open Reaction Database (ORD), a public repository of structured organic reaction records. The task is: describe an organic reaction: reactants, conditions, products, and yield The reactants are C(C)(C)(C)OC(=O)N1CCC(CC1)=O (4-oxo-piperidine-1-carboxylic acid tert-butyl ester), FC1=C(CN)C=CC=C1 (2-fluorobenzylamine), [N+](=O)([O-])C=CC1=CC=C(C=C1)Cl ((2-nitro-vinyl)-4-chlorobenzene). RXN SMILES: C(OC([N:8]1[CH2:13][CH2:12][C:11](=O)[CH2:10][CH2:9]1)=O)(C)(C)C.[F:15][C:16]1[CH:23]=[CH:22][CH:21]=[CH:20][C:17]=1[CH2:18][NH2:19].[N+]([CH:27]=[CH:28][C:29]1[CH:34]=[CH:33][C:32]([Cl:35])=[CH:31][CH:30]=1)([O-])=O>>[Cl:35][C:32]1[CH:33]=[CH:34][C:29]([C:28]2[C:12]3[CH2:13][NH:8][CH2:9][CH2:10][C:11]=3[N:19]([CH2:18][C:17]3[CH:20]=[CH:21][CH:22]=[CH:23][C:16]=3[F:15])[CH:27]=2)=[CH:30][CH:31]=1. Product: ClC1=CC=C(C=C1)C1=CN(C2=C1CNCC2)CC2=C(C=CC=C2)F (3-(4-Chloro-phenyl)-1-(2-fluoro-benzyl)-4,5,6,7-tetrahydro-1H-pyrrolo[3,2-c]pyridine). Procedure: The title compound (129.2 mg) was prepared from 0.49 g of 4-oxo-piperidine-1-carboxylic acid tert-butyl ester, 286 μL of 2-fluorobenzylamine, and 0.46 g of (2-nitro-vinyl)-4-chlorobenzene, replacing SiO2 with crushed 4 Å molecular sieves. MS (ESI): exact mass calculated for C20H18ClFN2, 340.11. found, m/z 341.1 [M+H]+. 1H NMR (500 MHz, CD3OD): 7.38-7.30 (m, 5H), 7.18-7.12 (m, 3H), 7.10-7.06 (m, 1H), 5.20 (s, 2H), 4.35-4.34 (m, 2H), 3.54 (t, J=6.3 Hz, 2H), 2.94 (t, J=6.3 Hz, 2H).